This data is from the Open Reaction Database (ORD), a public repository of structured organic reaction records. The task is: describe an organic reaction: reactants, conditions, products, and yield Product: C(C1=CC=CC=C1)(=O)O[C@H]1[C@H]([C@@H](COCC2=CC=CC=C2)OCC1)Cl (2,6-Anhydro-4-O-benzoyl-1-O-benzyl-3-chloro-3,5-dideoxy-D-arabino-hexitol). The solvent is N1=CC=CC=C1 (pyridine). Reported procedure: Sulfonyl chloride (29 μl) was added to a solution of 1,5-anhydro-3-O-benzoyl-6-O-benzyl-2-deoxy-D-arabino-hexitol obtained by the method described in J. Org. Chem. 67. 3346-3354 (2002) (94 mg) in pyridine (27 mg) under ice-cooling, and the mixture was stirred at room temperature for 4 hours. Water was added, followed by extraction with ethyl acetate. Then, the organic layer was dried over anhydrous magnesium sulfate, and the solvent was evaporated under reduced pressure. The resulting residue wa... Reaction conditions: time 4 hour. Reaction SMILES: S(Cl)([Cl:4])(=O)=O.[C:6]([O:14][C@H:15]1[C@H:20](O)[C@@H:19]([CH2:22][O:23][CH2:24][C:25]2[CH:30]=[CH:29][CH:28]=[CH:27][CH:26]=2)[O:18][CH2:17][CH2:16]1)(=[O:13])[C:7]1[CH:12]=[CH:11][CH:10]=[CH:9][CH:8]=1.O>N1C=CC=CC=1>[C:6]([O:14][C@@H:15]1[CH2:16][CH2:17][O:18][C@H:19]([CH2:22][O:23][CH2:24][C:25]2[CH:30]=[CH:29][CH:28]=[CH:27][CH:26]=2)[C@@H:20]1[Cl:4])(=[O:13])[C:7]1[CH:12]=[CH:11][CH:10]=[CH:9][CH:8]=1. Reactants: S(=O)(=O)(Cl)Cl (Sulfonyl chloride), C(C1=CC=CC=C1)(=O)O[C@@H]1CCO[C@@H]([C@H]1O)COCC1=CC=CC=C1 (1,5-anhydro-3-O-benzoyl-6-O-benzyl-2-deoxy-D-arabino-hexitol), O (Water). Reactants: CC(=O)O[BH-](OC(C)=O)OC(C)=O, CC(Cl)Cl, ClCCl, [Na+], CN(CCO)C(=O)c1ccc(C(=C2CCNCC2)c2cccc3cccnc23)cc1, O=Cc1cscn1. Product: CN(CCO)C(=O)c1ccc(C(=C2CCN(Cc3cscn3)CC2)c2cccc3cccnc23)cc1. As a reaction SMILES: [C:38]([O:39][BH-:40]([O:41][C:42](=[O:43])[CH3:44])[O:45][C:46](=[O:47])[CH3:48])(=[O:49])[CH3:50].[Cl:52][CH:53]([Cl:54])[CH3:55].[Cl:56][CH2:57][Cl:58].[Na+:51].[OH:1][CH2:2][CH2:3][N:4]([C:5]([c:6]1[cH:7][cH:8][c:9]([C:12]([c:13]2[cH:14][cH:15][cH:16][c:17]3[cH:18][cH:19][cH:20][n:21][c:22]23)=[C:23]2[CH2:24][CH2:25][NH:26][CH2:27][CH2:28]2)[cH:10][cH:11]1)=[O:29])[CH3:30].[s:31]1[cH:32][n:33][c:34]([CH:36]=[O:37])[cH:35]1>>[OH:1][CH2:2][CH2:3][N:4]([C:5]([c:6]1[cH:7][cH:8][c:9]([C:12]([c:13]2[cH:14][cH:15][cH:16][c:17]3[cH:18][cH:19][cH:20][n:21][c:22]23)=[C:23]2[CH2:24][CH2:25][N:26]([CH2:36][c:34]3[n:33][cH:32][s:31][cH:35]3)[CH2:27][CH2:28]2)[cH:10][cH:11]1)=[O:29])[CH3:30]. The reactants are ClC1=CC=C(C(=O)Cl)C=C1 (4-chlorobenzoyl chloride), CN1N=C(C(=C1C)C1=C(C=C(C=C1)N)N)C (4-(1,3,5-trimethylpyrazol-4-yl)benzene-1,3-diamine), C(C)(C)N(C(C)C)CC (N,N-diisopropylethylamine). The reagents and catalysts are CN(C1=CC=NC=C1)C (4-dimethylaminopyridine). The solvent is C(Cl)Cl (CH2Cl2). Conditions: time 2 hour. Yields the product NC=1C=C(C=CC1C=1C(=NN(C1C)C)C)NC(=O)C1=CC=C(C=C1)Cl (N-[3-amino-4-(1,3,5-trimethylpyrazol-4-yl)phenyl](4-chlorophenyl)carboxamide). Yield: 25.1%. RXN SMILES: [CH3:1][N:2]1[C:6]([CH3:7])=[C:5]([C:8]2[CH:13]=[CH:12][C:11]([NH2:14])=[CH:10][C:9]=2[NH2:15])[C:4]([CH3:16])=[N:3]1.C(N(CC)C(C)C)(C)C.[Cl:26][C:27]1[CH:35]=[CH:34][C:30]([C:31](Cl)=[O:32])=[CH:29][CH:28]=1>C(Cl)Cl.CN(C)C1C=CN=CC=1>[NH2:15][C:9]1[CH:10]=[C:11]([NH:14][C:31]([C:30]2[CH:34]=[CH:35][C:27]([Cl:26])=[CH:28][CH:29]=2)=[O:32])[CH:12]=[CH:13][C:8]=1[C:5]1[C:4]([CH3:16])=[N:3][N:2]([CH3:1])[C:6]=1[CH3:7]. Procedure details: To a solution of 76 (119.4 mg, 0.55 mmol) in CH2Cl2 (20 ml) was added N,N-diisopropylethylamine (DIEA, 258 mg, 348 μL, 2 mmol), 4-dimethylaminopyridine (DMAP, 0.6 mg, 0.05 mmol). The 4-chlorobenzoyl chloride (96 mg, 0.55 mmol) was dropped into above solution. The mixture was stirred for 2 h at room temperature. The reaction was quenched with saturated NaHCO3 (40 ml) and extracted with EtOAc. The dicarboxamide was hydrolyzed with 1M NaOH in THF and MeOH (1:1). The product was purified by HPLC and... Reactants: BrC1=C(C=CC=C1)B(O)O ((2-bromophenyl)boronic acid), BrC=1N=C(C(=NC1)N(C(OC(C)(C)C)=O)C(=O)OC(C)(C)C)C=1OC(=NN1)C1=CC=CC=C1 (tert-butyl N-[5-bromo-3-(5-phenyl-1,3,4-oxadiazol-2-yl)pyrazin-2-yl]-N-tert-butoxycarbonyl-carbamate), C([O-])([O-])=O.[K+].[K+] (potassium carbonate). Reagents/catalysts: [Pd].C1(=CC=CC=C1)P(C1=CC=CC=C1)C1=CC=CC=C1 (triphenylphosphane palladium). Run in CN(C)C=O (DMF). Conditions: temperature 50 celsius. The product is C(C)(C)(C)OC(N(C(=O)OC(C)(C)C)C1=NC=C(N=C1C=1OC(=NN1)C1=CC=CC=C1)C1=C(C=CC=C1)Br)=O (tert butyl-5-(2-bromophenyl)-3-(5-phenyl-1,3,4-oxadiazol-2-yl)pyrazin-2-yl(tert-butoxycarbonyl)carbamate). Reaction SMILES: [Br:1][C:2]1[CH:7]=[CH:6][CH:5]=[CH:4][C:3]=1B(O)O.Br[C:12]1[N:13]=[C:14]([C:33]2[O:34][C:35]([C:38]3[CH:43]=[CH:42][CH:41]=[CH:40][CH:39]=3)=[N:36][N:37]=2)[C:15]([N:18]([C:26]([O:28][C:29]([CH3:32])([CH3:31])[CH3:30])=[O:27])[C:19](=[O:25])[O:20][C:21]([CH3:24])([CH3:23])[CH3:22])=[N:16][CH:17]=1.C(=O)([O-])[O-].[K+].[K+]>CN(C=O)C.[Pd].C1(P(C2C=CC=CC=2)C2C=CC=CC=2)C=CC=CC=1>[C:21]([O:20][C:19](=[O:25])[N:18]([C:15]1[C:14]([C:33]2[O:34][C:35]([C:38]3[CH:43]=[CH:42][CH:41]=[CH:40][CH:39]=3)=[N:36][N:37]=2)=[N:13][C:12]([C:3]2[CH:4]=[CH:5][CH:6]=[CH:7][C:2]=2[Br:1])=[CH:17][N:16]=1)[C:26]([O:28][C:29]([CH3:32])([CH3:31])[CH3:30])=[O:27])([CH3:22])([CH3:23])[CH3:24] |f:2.3.4,6.7|. Procedure details: A mixture of (2-bromophenyl)boronic acid (100 mg, 0.4979 mmol), tert-butyl N-[5-bromo-3-(5-phenyl-1,3,4-oxadiazol-2-yl)pyrazin-2-yl]-N-tert-butoxycarbonyl-carbamate (258.1 mg, 0.4979 mmol), potassium carbonate (206.5 mg, 1.494 mmol) and triphenylphosphane palladium (13.06 mg, 11.54 μL, 0.04979 mmol) in DMF (3 mL) was heated at 50° C. for 1 h. The reaction mixture was cooled to room temperature and filtered through a Celite,™ pad. The pad was washed with ethyl acetate (1×10 mL) and the combined f... The reactants are C1(CCCCCC1)NCC1=CC(=CC=C1)CNC1CCCCCC1 (N,N'-dicycloheptyl-m-xylylenediamine), FC1=CC=C(C=C1)N=C=O (4-fluorophenyl isocyanate). Run in CCCCCC (n-hexane), CCCCCC (n-hexane). Conditions: time 2 hour. Product: C1(CCCCCC1)N(C(=O)NC1=CC=C(C=C1)F)CC1=CC(=CC=C1)CN(C(=O)NC1=CC=C(C=C1)F)C1CCCCCC1 (1,3-bis[[1-cycloheptyl-3-(p-fluorophenyl)ureido]methyl]benzene). The yield is 81.8%. Reaction SMILES: [CH:1]1([NH:8][CH2:9][C:10]2[CH:15]=[CH:14][CH:13]=[C:12]([CH2:16][NH:17][CH:18]3[CH2:24][CH2:23][CH2:22][CH2:21][CH2:20][CH2:19]3)[CH:11]=2)[CH2:7][CH2:6][CH2:5][CH2:4][CH2:3][CH2:2]1.[F:25][C:26]1[CH:31]=[CH:30][C:29]([N:32]=[C:33]=[O:34])=[CH:28][CH:27]=1>CCCCCC>[CH:18]1([N:17]([CH2:16][C:12]2[CH:13]=[CH:14][CH:15]=[C:10]([CH2:9][N:8]([CH:1]3[CH2:7][CH2:6][CH2:5][CH2:4][CH2:3][CH2:2]3)[C:33]([NH:32][C:29]3[CH:30]=[CH:31][C:26]([F:25])=[CH:27][CH:28]=3)=[O:34])[CH:11]=2)[C:33]([NH:32][C:29]2[CH:30]=[CH:31][C:26]([F:25])=[CH:27][CH:28]=2)=[O:34])[CH2:24][CH2:23][CH2:22][CH2:21][CH2:20][CH2:19]1. Reported procedure: To a solution of 0.5 g N,N'-dicycloheptyl-m-xylylenediamine in 50 ml n-hexane, was added dropwise with stirring 5 ml of a n-hexane solution containing 0.46 g 4-fluorophenyl isocyanate under ice cooling, and stirring was continued at room temperature for two hours. The solid which separated out was collected by filtration, washed with n-hexane and recrystallized from methanol, giving 0.75 g of 1,3-bis[[1-cycloheptyl-3-(p-fluorophenyl)ureido]methyl]benzene. Starting materials: Cl.C1(=CC=CC=C1)C1(CCNCC1)C1=CC=CC=C1 (4,4-diphenylpiperidine hydrochloride), C(C)(=O)C1=C(NC(=C(C1C1=C(C(=CC=C1)Cl)Cl)C(=O)OC(C)(C)C)C)CCCCCl (3-acetyl-5-tert-butoxycarbonyl-1,4-dihydro-4-(2,3-dichlorophenyl)-2-(4-chlorobutyl)-6-methyl-pyridine), [I-].[Na+] (sodium iodide), compound B, compound B. The solvent is C(C)(C)O (isopropanol). The product is Cl.C(C)(=O)C1=C(NC(=C(C1C1=C(C(=CC=C1)Cl)Cl)C(=O)OC(C)(C)C)C)CCCCN1CCC(CC1)(C1=CC=CC=C1)C1=CC=CC=C1 (3-Acetyl-5-tert-butoxycarbonyl-1,4-dihydro-2[4-(4,4-diphenyl-1-piperidinyl)butyl ]-4(2,3-dichlorophenyl)-6-methyl-pyridine hydrochloride). As a reaction SMILES: [C:1]([C:4]1[CH:9]([C:10]2[CH:15]=[CH:14][CH:13]=[C:12]([Cl:16])[C:11]=2[Cl:17])[C:8]([C:18]([O:20][C:21]([CH3:24])([CH3:23])[CH3:22])=[O:19])=[C:7]([CH3:25])[NH:6][C:5]=1[CH2:26][CH2:27][CH2:28][CH2:29]Cl)(=[O:3])[CH3:2].[I-].[Na+].Cl.[C:34]1([C:40]2([C:46]3[CH:51]=[CH:50][CH:49]=[CH:48][CH:47]=3)[CH2:45][CH2:44][NH:43][CH2:42][CH2:41]2)[CH:39]=[CH:38][CH:37]=[CH:36][CH:35]=1>C(O)(C)C>[ClH:16].[C:1]([C:4]1[CH:9]([C:10]2[CH:15]=[CH:14][CH:13]=[C:12]([Cl:16])[C:11]=2[Cl:17])[C:8]([C:18]([O:20][C:21]([CH3:23])([CH3:22])[CH3:24])=[O:19])=[C:7]([CH3:25])[NH:6][C:5]=1[CH2:26][CH2:27][CH2:28][CH2:29][N:43]1[CH2:44][CH2:45][C:40]([C:34]2[CH:39]=[CH:38][CH:37]=[CH:36][CH:35]=2)([C:46]2[CH:51]=[CH:50][CH:49]=[CH:48][CH:47]=2)[CH2:41][CH2:42]1)(=[O:3])[CH3:2] |f:1.2,3.4,6.7|. Reported procedure: 5.6 g (12.2 mmol) 3-acetyl-5-tert-butoxycarbonyl-1,4-dihydro-4-(2,3-dichlorophenyl)-2-(4-chlorobutyl)-6-methyl-pyridine are reacted first with 3.6 g (24.4 mmol) sodium iodide, as described for starting compound B, and then with 6 g (21 mmol) 4,4-diphenylpiperidine hydrochloride. Working up is carried out as described for starting compound B. The crude product is chromatographed with toluene/acetone=8/2. The product thus obtained is taken up in 30 ml isopropanol. The title compound is precipitate... Starting materials: COC1=C(C(=O)O)C=CC(=C1)OC (2,4-dimethoxybenzoic acid), O=P(Cl)(Cl)Cl (POCl3), NC1=NC=CC=C1N (2,3-diaminopyridine). Yields the product COC1=C(C=CC(=C1)OC)C1=NC=2C(=NC=CC2)N1 (2-(2,4-dimethoxy-phenyl)-3H-imidazo[4,5-b]pyridine). The yield is 86.2%. As a reaction SMILES: [CH3:1][O:2][C:3]1[CH:11]=[C:10]([O:12][CH3:13])[CH:9]=[CH:8][C:4]=1[C:5](O)=O.O=P(Cl)(Cl)Cl.[NH2:19][C:20]1[C:25]([NH2:26])=[CH:24][CH:23]=[CH:22][N:21]=1>>[CH3:1][O:2][C:3]1[CH:11]=[C:10]([O:12][CH3:13])[CH:9]=[CH:8][C:4]=1[C:5]1[NH:19][C:20]2=[N:21][CH:22]=[CH:23][CH:24]=[C:25]2[N:26]=1. Reported procedure: Ex-76A: To a suspension of 2,4-dimethoxybenzoic acid (0.36 g, 2 mmol) and 8 ml of POCl3 in a 50 ml of a round-bottom flask, 2,3-diaminopyridine (0.22 g, 2 mmol) was added. The mixture was heated to reflux for 4 hours and then cooled to room temperature. The reaction mixture was then concentrated to remove most of the POCl3. The residue was carefully treated with 1N HCl at 0° C. using a water-ice bath, then neutralized with NaOH (50%). The off-white solid was filtered to give 2-(2,4-dimethoxy-phe... The reactants are C(C1=CC=CC=C1)N1C[C@H]2[C@@H](C1)[C@H](CC2)NS(=O)(=O)C2=CC(=CC=C2)C(F)(F)F (N-((3aS,4S,6aR)-2-Benzyloctahydrocyclopenta[c]pyrrol-4-yl)-3-(trifluoromethyl)benzenesulfonamide), O1CCCC1 (tetrahydrofuran). The reagents and catalysts are [OH-].[OH-].[Pd+2] (palladium hydroxide on carbon). Conditions: temperature 50 celsius, time 18 hour. The product is OCCCCN1C[C@H]2[C@@H](C1)[C@H](CC2)NS(=O)(=O)C2=CC(=CC=C2)C(F)(F)F (N-[(3aS,4S,6aR)-2-(4-hydroxybutyl)octahydrocyclopenta[c]pyrrol-4-yl]-3-(trifluoromethyl)benzenesulfonamide). Reaction SMILES: [CH2:1]([N:8]1[CH2:12][C@H:11]2[C@@H:13]([NH:16][S:17]([C:20]3[CH:25]=[CH:24][CH:23]=[C:22]([C:26]([F:29])([F:28])[F:27])[CH:21]=3)(=[O:19])=[O:18])[CH2:14][CH2:15][C@H:10]2[CH2:9]1)[C:2]1C=CC=[CH:4][CH:3]=1.[O:30]1CCCC1>[OH-].[OH-].[Pd+2]>[OH:30][CH2:4][CH2:3][CH2:2][CH2:1][N:8]1[CH2:12][C@H:11]2[C@@H:13]([NH:16][S:17]([C:20]3[CH:25]=[CH:24][CH:23]=[C:22]([C:26]([F:29])([F:28])[F:27])[CH:21]=3)(=[O:19])=[O:18])[CH2:14][CH2:15][C@H:10]2[CH2:9]1 |f:2.3.4|. Procedure details: N-((3aS,4S,6aR)-2-Benzyloctahydrocyclopenta[c]pyrrol-4-yl)-3-(trifluoromethyl)benzenesulfonamide (0.4237 g, 0.998 mmol) from Step A in tetrahydrofuran (10 mL) was added to 20% palladium hydroxide on carbon (wet, 0.085 g, 0.603 mmol) in a 50 mL pressure bottle under nitrogen. The reaction mixture was then placed under a hydrogen atmosphere (30 psi) and shaken at 50° C. for 18 hours. The mixture was filtered through a nylon membrane and the solvent was removed in vacuo. The crude material was puri...